Dataset: the Open Reaction Database (ORD), a public repository of structured organic reaction records. Task: describe an organic reaction: reactants, conditions, products, and yield Reactants: CS(=O)(=O)Nc1cc2occ(Br)c(=O)c2cc1Oc1ccccc1, CN, Cl, O. Product: CNc1coc2cc(NS(C)(=O)=O)c(Oc3ccccc3)cc2c1=O. RXN SMILES: [Br:3][c:4]1[cH:5][o:6][c:7]2[c:8]([c:9]1=[O:10])[cH:11][c:12]([O:20][c:21]1[cH:22][cH:23][cH:24][cH:25][cH:26]1)[c:13]([NH:15][S:16](=[O:17])(=[O:18])[CH3:19])[cH:14]2.[CH3:1][NH2:2].[ClH:27].[OH2:28]>>[CH3:1][NH:2][c:4]1[cH:5][o:6][c:7]2[c:8]([c:9]1=[O:10])[cH:11][c:12]([O:20][c:21]1[cH:22][cH:23][cH:24][cH:25][cH:26]1)[c:13]([NH:15][S:16](=[O:17])(=[O:18])[CH3:19])[cH:14]2. The reactants are Cl (hydrochloric acid), C(C1=CC=CC=C1)(C1=CC=CC=C1)(C1=CC=CC=C1)NC=1SC=C(N1)C(C(=O)O)=NO (2-(2-tritylamino-4-thiazolyl)-2-hydroxyimino-acetic acid), C([O-])([O-])=O.[K+].[K+] (potassium carbonate), ClCC#N (chloroacetonitrile), CN(C=O)C (dimethylformamide). The solvent is C(C)(=O)OCC (ethyl acetate), O (water). Reaction conditions: time 65 hour. The product is C(C1=CC=CC=C1)(C1=CC=CC=C1)(C1=CC=CC=C1)NC=1SC=C(N1)C(C(=O)OCC#N)=NOCC#N (cyanomethyl 2-(2-tritylamino- 4-thiazolyl)-2-cyanomethyloxyimino-acetate). RXN SMILES: [C:1]([NH:20][C:21]1[S:22][CH:23]=[C:24]([C:26](=[N:30][OH:31])[C:27]([OH:29])=[O:28])[N:25]=1)([C:14]1[CH:19]=[CH:18][CH:17]=[CH:16][CH:15]=1)([C:8]1[CH:13]=[CH:12][CH:11]=[CH:10][CH:9]=1)[C:2]1[CH:7]=[CH:6][CH:5]=[CH:4][CH:3]=1.[C:32](=O)([O-])[O-].[K+].[K+].Cl[CH2:39][C:40]#[N:41].Cl.C[N:44]([CH3:47])C=O>C(OCC)(=O)C.O>[C:1]([NH:20][C:21]1[S:22][CH:23]=[C:24]([C:26](=[N:30][O:31][CH2:32][C:47]#[N:44])[C:27]([O:29][CH2:39][C:40]#[N:41])=[O:28])[N:25]=1)([C:14]1[CH:19]=[CH:18][CH:17]=[CH:16][CH:15]=1)([C:8]1[CH:9]=[CH:10][CH:11]=[CH:12][CH:13]=1)[C:2]1[CH:7]=[CH:6][CH:5]=[CH:4][CH:3]=1 |f:1.2.3|. Procedure details: A mixture of 12.9 g of the syn isomer of 2-(2-tritylamino-4-thiazolyl)-2-hydroxyimino-acetic acid, 9.12 g of neutral potassium carbonate, 60 ml of dry dimethylformamide and 7.6 ml of chloroacetonitrile was stirred under an inert atmosphere and after formation of a mass, the mixture stood for 65 hours under a closed atmosphere. The product was poured into a mixture of 750 ml of water, 130 ml of N hydrochloric acid and 150 ml of ethyl acetate and the mixture was stirred and vacuum filtered. The fi...